From a dataset of the Open Reaction Database (ORD), a public repository of structured organic reaction records. describe an organic reaction: reactants, conditions, products, and yield The reactants are CCO, O=[N+]([O-])c1ccc(S(=O)(=O)c2ccc(Cl)cc2)nc1. Product: Nc1ccc(S(=O)(=O)c2ccc(Cl)cc2)nc1. RXN SMILES: [CH3:20][CH2:21][OH:22].[Cl:1][c:2]1[cH:3][cH:4][c:5]([S:8](=[O:9])(=[O:10])[c:11]2[n:12][cH:13][c:14]([N+:17]([O-:18])=[O:19])[cH:15][cH:16]2)[cH:6][cH:7]1>>[Cl:1][c:2]1[cH:3][cH:4][c:5]([S:8](=[O:9])(=[O:10])[c:11]2[n:12][cH:13][c:14]([NH2:17])[cH:15][cH:16]2)[cH:6][cH:7]1.